This data is from the Open Reaction Database (ORD), a public repository of structured organic reaction records. The task is: describe an organic reaction: reactants, conditions, products, and yield Product: C(C1=CC=CC=C1)N(C)CCOC1=CC=C2C(=CC(OC2=C1)(C)C)C1=CC2=CC=CC=C2C=C1 (7-[2-(N-benzyl-N-methylamino)ethoxy]-2,2-dimethyl-4-(2-naphthyl)-2H-chromene). The yield is 49.0%. Reaction SMILES: Cl.[CH2:2]([N:9]([CH3:13])[CH2:10][CH2:11]Cl)[C:3]1[CH:8]=[CH:7][CH:6]=[CH:5][CH:4]=1.[CH3:14][C:15]1([CH3:36])[CH:24]=[C:23]([C:25]2[CH:34]=[CH:33][C:32]3[C:27](=[CH:28][CH:29]=[CH:30][CH:31]=3)[CH:26]=2)[C:22]2[C:17](=[CH:18][C:19]([OH:35])=[CH:20][CH:21]=2)[O:16]1>>[CH2:2]([N:9]([CH2:10][CH2:11][O:35][C:19]1[CH:18]=[C:17]2[C:22]([C:23]([C:25]3[CH:34]=[CH:33][C:32]4[C:27](=[CH:28][CH:29]=[CH:30][CH:31]=4)[CH:26]=3)=[CH:24][C:15]([CH3:36])([CH3:14])[O:16]2)=[CH:21][CH:20]=1)[CH3:13])[C:3]1[CH:8]=[CH:7][CH:6]=[CH:5][CH:4]=1 |f:0.1|. Starting materials: Cl.C(C1=CC=CC=C1)N(CCCl)C (N-benzyl-N-(2-chloroethyl)methylamine hydrochloride), CC1(OC2=CC(=CC=C2C(=C1)C1=CC2=CC=CC=C2C=C1)O)C (2,2-dimethyl-4-(2-naphthyl)-2H-chromen-7-ol), ( c ). Procedure: Reaction of N-benzyl-N-(2-chloroethyl)methylamine hydrochloride with 2,2-dimethyl-4-(2-naphthyl)-2H-chromen-7-ol by an analogous method to that described in Preparation 18 (c) gave the title compound (49%) as a colourless oil, The hydrochloride salt had m.p. 112°-115° C. decomposed.